From a dataset of the Open Reaction Database (ORD), a public repository of structured organic reaction records. describe an organic reaction: reactants, conditions, products, and yield The reactants are [H-].[Na+] (Sodium hydride), C(C)(C)(C)OC(=O)NOCC1=CC=CC=C1 (N-(tert-Butoxycarbonyl)-O-benzylhydroxylamine), C(C1=CC=CC=C1)ON(C(CCCCCl)=O)CCCCC#N (N-(Benzyloxy)-N-(4-cyanobutyl)-5-chloropentanamide). Solvent: CN(C)C=O (DMF), CN(C)C=O (DMF). Conditions: temperature 0 celsius, time 30 minute. Product: C(C)(C)(C)OC(=O)N(CCCCC(N(CCCCC#N)OCC1=CC=CC=C1)=O)OCC1=CC=CC=C1 (12-(tert-Butoxycarbonyl)-6,12-bis(benzyloxy)-7-oxo-6,12-diazadodecanenitrile). The yield is 76.9%. As a reaction SMILES: [C:1]([O:5][C:6]([NH:8][O:9][CH2:10][C:11]1[CH:16]=[CH:15][CH:14]=[CH:13][CH:12]=1)=[O:7])([CH3:4])([CH3:3])[CH3:2].[H-].[Na+].[CH2:19]([O:26][N:27]([CH2:35][CH2:36][CH2:37][CH2:38][C:39]#[N:40])[C:28](=[O:34])[CH2:29][CH2:30][CH2:31][CH2:32]Cl)[C:20]1[CH:25]=[CH:24][CH:23]=[CH:22][CH:21]=1>CN(C=O)C>[C:1]([O:5][C:6]([N:8]([O:9][CH2:10][C:11]1[CH:16]=[CH:15][CH:14]=[CH:13][CH:12]=1)[CH2:32][CH2:31][CH2:30][CH2:29][C:28](=[O:34])[N:27]([O:26][CH2:19][C:20]1[CH:21]=[CH:22][CH:23]=[CH:24][CH:25]=1)[CH2:35][CH2:36][CH2:37][CH2:38][C:39]#[N:40])=[O:7])([CH3:4])([CH3:2])[CH3:3] |f:1.2|. Procedure: N-(tert-Butoxycarbonyl)-O-benzylhydroxylamine (4.2 g, 18.8 mmol) was dissolved in DMF (120 mL) and cooled to 0° C. Sodium hydride (80%, 0.564 g, 18.8 mmol) was added, and the mixture was stirred at 0° C. for 30 minutes. A solution of (3) (6.0 g, 18.6 mmol) in DMF (30 mL) was slowly added to the cold solution which was then allowed to stir at room temperature for 20 minutes and at 80° C. overnight. The DMF was removed under high vacuum, and the reside was quenched with H2O (50 mL) and extracted w... The reactants are Nc1ccc(Br)cc1F, C1CCOC1, C[Si](C)(C)[N-][Si](C)(C)C, O=C(O)c1ccc(Cl)nc1Cl, [Li+]. Product: O=C(O)c1ccc(Cl)nc1Nc1ccc(Br)cc1F. RXN SMILES: [Br:1][c:2]1[cH:3][c:4]([F:9])[c:5]([NH2:8])[cH:6][cH:7]1.[CH2:31]1[O:32][CH2:33][CH2:34][CH2:35]1.[CH3:10][Si:11]([N-:12][Si:13]([CH3:14])([CH3:15])[CH3:16])([CH3:17])[CH3:18].[Cl:20][c:21]1[c:22]([C:23](=[O:24])[OH:25])[cH:26][cH:27][c:28]([Cl:30])[n:29]1.[Li+:19]>>[Br:1][c:2]1[cH:3][c:4]([F:9])[c:5]([NH:8][c:21]2[c:22]([C:23](=[O:24])[OH:25])[cH:26][cH:27][c:28]([Cl:30])[n:29]2)[cH:6][cH:7]1.